This data is from the Open Reaction Database (ORD), a public repository of structured organic reaction records. The task is: describe an organic reaction: reactants, conditions, products, and yield The reactants are C(C)(=O)O (acetic acid), C[Si](C)(C)[N-][Si](C)(C)C.[Li+] (Lithium bis(trimethylsilyl)amide), O1CCC(CC1)=O (tetrahydro-4H-pyran-4-one), N1(C=NC=C1)C(CCC1OCCC1)=O (1-(1H-imidazol-1-yl)-3-(tetrahydrofuran-2-yl)propan-1-one). The solvent is O (water), C1(=CC=CC=C1)C (toluene). Reaction conditions: time 2 minute. The product is O1C(CCC1)CCC(=O)C1COCCC1=O (3-(3-(tetrahydrofuran-2-yl)propanoyl)dihydro-2H-pyran-4(3H)-one). Isolated yield 15.9%. As a reaction SMILES: C[Si]([N-][Si](C)(C)C)(C)C.[Li+].[O:11]1[CH2:16][CH2:15][C:14](=[O:17])[CH2:13][CH2:12]1.N1([C:23](=[O:31])[CH2:24][CH2:25][CH:26]2[CH2:30][CH2:29][CH2:28][O:27]2)C=CN=C1.C(O)(=O)C>C1(C)C=CC=CC=1.O>[O:27]1[CH2:28][CH2:29][CH2:30][CH:26]1[CH2:25][CH2:24][C:23]([CH:13]1[C:14](=[O:17])[CH2:15][CH2:16][O:11][CH2:12]1)=[O:31] |f:0.1|. Reported procedure: Lithium bis(trimethylsilyl)amide (1.283 ml, 6.83 mmol) was added to a stirred solution of tetrahydro-4H-pyran-4-one (0.601 ml, 6.51 mmol) in toluene (3 mL) at 0° C. and the resulting mixture was stirred for 2 minutes. 1-(1H-imidazol-1-yl)-3-(tetrahydrofuran-2-yl)propan-1-one (0.632 g, 3.25 mmol) toluene (1 mL) was added and the reaction mixture was stirred for 5 minutes before it was quenched with acetic acid (0.559 ml, 9.76 mmol) in water (4 mL). The organic layer was separated and purified by ... Reactants: CC1=C(C=C(C=C1)C=1OC(=NN1)C)C1=CC=C(C=C1)C(=O)O (2′-methyl-5′-(5-methyl-1,3,4-oxadiazol-2-yl)-1,1′-biphenyl-4-carboxylic acid), C(C1=CC=CC=C1)OC=1C=C(N)C=CC1 (3-benzyloxyaniline). Yields the product C(C1=CC=CC=C1)OC=1C=C(C=CC1)NC(=O)C1=CC=C(C=C1)C1=C(C=CC(=C1)C=1OC(=NN1)C)C (N-(3-Benzyloxyphenyl)-2′-methyl-5′-(5-methyl-1,3,4-oxadiazol-2-yl)-1,1′-biphenyl-4-carboxamide). Reaction SMILES: [CH3:1][C:2]1[CH:7]=[CH:6][C:5]([C:8]2[O:9][C:10]([CH3:13])=[N:11][N:12]=2)=[CH:4][C:3]=1[C:14]1[CH:19]=[CH:18][C:17]([C:20](O)=[O:21])=[CH:16][CH:15]=1.[CH2:23]([O:30][C:31]1[CH:32]=[C:33]([CH:35]=[CH:36][CH:37]=1)[NH2:34])[C:24]1[CH:29]=[CH:28][CH:27]=[CH:26][CH:25]=1>>[CH2:23]([O:30][C:31]1[CH:32]=[C:33]([NH:34][C:20]([C:17]2[CH:18]=[CH:19][C:14]([C:3]3[CH:4]=[C:5]([C:8]4[O:9][C:10]([CH3:13])=[N:11][N:12]=4)[CH:6]=[CH:7][C:2]=3[CH3:1])=[CH:15][CH:16]=2)=[O:21])[CH:35]=[CH:36][CH:37]=1)[C:24]1[CH:25]=[CH:26][CH:27]=[CH:28][CH:29]=1. Procedure: N-(3-Benzyloxyphenyl)-2′-methyl-5′-(5-methyl-1,3,4-oxadiazol-2-yl)-1,1′-biphenyl-4-carboxamide was prepared from 2′-methyl-5′-(5-methyl-1,3,4-oxadiazol-2-yl)-1,1′-biphenyl-4-carboxylic acid and 3-benzyloxyaniline using method I. LCMS; retention time 3.79 min, MH+ 476. Reactants: FC1=C(C(=CC=C1)F)C(C)(C)O (2-(2,6-difluorophenyl)propan-2-ol), N=[N+]=[N-] (hydrazoic acid), FC(C(=O)O)(F)F (trifluoroacetic acid). Run in CCCCCC (hexane). Reaction conditions: time 24 hour. Product: FC1=C(C(=CC=C1)F)C(C)(C)N=[N+]=[N-] (2-(2,6-difluorophenyl)-2-azidopropane). As a reaction SMILES: [F:1][C:2]1[CH:7]=[CH:6][CH:5]=[C:4]([F:8])[C:3]=1[C:9](O)([CH3:11])[CH3:10].FC(F)(F)C(O)=O.[NH:20]=[N+:21]=[N-:22]>CCCCCC>[F:1][C:2]1[CH:7]=[CH:6][CH:5]=[C:4]([F:8])[C:3]=1[C:9]([N:20]=[N+:21]=[N-:22])([CH3:11])[CH3:10]. Procedure details: 20.6 g (120 millimoles) of 2-(2,6-difluorophenyl)propan-2-ol are dissolved in 300 ml of hydrazoic acid solution (1N, in benzene) and 22.8 g (200 millimoles) of trifluoroacetic acid are added to this solution. After 24 hours at room temperature, the reaction solution is diluted with 500 ml of hexane, washed with water and then with sodium bicarbonate until free of acid and dried over sodium sulfate. The solvent is removed by evaporation and the residue is distilled, affording 2-(2,6-difluoropheny... Starting materials: CN(CC(=O)OCC)C1=CC=CC=C1 (ethyl N-methyl-N-phenylglycinate), C(=O)([O-])[O-].[Na+].[Na+] (Na2CO3), Cl (HCl), N(=O)[O-].[Na+] (NaNO2). Solvent: O (water), ice, O (water). Run at time 1 hour. Product: CN(CC(=O)OCC)C1=CC=C(C=C1)N=O (Ethyl N-methyl-N-(4-nitrosophenyl)glycinate). RXN SMILES: [CH3:1][N:2]([C:9]1[CH:14]=[CH:13][CH:12]=[CH:11][CH:10]=1)[CH2:3][C:4]([O:6][CH2:7][CH3:8])=[O:5].Cl.[N:16]([O-])=[O:17].[Na+].C([O-])([O-])=O.[Na+].[Na+]>O>[CH3:1][N:2]([C:9]1[CH:10]=[CH:11][C:12]([N:16]=[O:17])=[CH:13][CH:14]=1)[CH2:3][C:4]([O:6][CH2:7][CH3:8])=[O:5] |f:2.3,4.5.6|. Reported procedure: A solution of 15.5 g (80 mmol) of ethyl N-methyl-N-phenylglycinate in 80 g of ice and 40 mL of conc.HCl was stirred at 0-5° while a solution of 6 g (87 mmol) of NaNO2 in 40 mL of water was added dropwise over 30 min. After stirring at this temp. for 1 hr, a solution of 27 g (250 mmol) of Na2CO3 in 150 mL of water was added dropwise with cooling. The green solid was collected, washed with cold water, extracted into CH2Cl2, passed thorugh silica with CH2Cl2 to remove an impurity, and the product e... The reactants are C([C@@H]1[C@H]([C@@H]([C@H]([C@H](O1)OC[C@@H]2[C@H]([C@@H]([C@H](C(O2)O)O)O)O)O)O)O)O (isomaltose), C([C@@H]1[C@H]([C@@H]([C@H]([C@H](O1)OC[C@@H]2[C@H]([C@@H]([C@H]([C@H](O2)OC[C@@H]3[C@H]([C@@H]([C@H](C(O3)O)O)O)O)O)O)O)O)O)O)O (isomaltotriose), O=C[C@H](O)[C@@H](O)[C@H](O)[C@H](O)CO (glucose). Yields the product C([C@@H]1[C@H]([C@@H]([C@H]([C@H](O1)O[C@]2([C@H]([C@@H]([C@H](O2)CO)O)O)CO)O)O)O)O (sucrose). As a reaction SMILES: [CH2:1]([OH:23])[C@H:2]1[O:7][C@H:6]([O:8][CH2:9][C@H:10]2[O:15]C(O)[C@H:13]([OH:17])[C@@H:12]([OH:18])[C@@H:11]2[OH:19])[C@H:5]([OH:20])[C@@H:4]([OH:21])[C@@H:3]1[OH:22].C(O)[C@H]1[O:30][C@H:29](OC[C@H]2O[C@H](OC[C@H]3OC(O)[C@H](O)[C@@H](O)[C@@H]3O)[C@H](O)[C@@H](O)[C@@H]2O)[C@H](O)[C@@H](O)[C@@H]1O.O=C[C@@H]([C@H]([C@@H]([C@@H](CO)O)O)O)O>>[CH2:1]([OH:23])[C@H:2]1[O:7][C@H:6]([O:8][C@:9]2([CH2:29][OH:30])[O:18][C@H:12]([CH2:13][OH:17])[C@@H:11]([OH:19])[C@@H:10]2[OH:15])[C@H:5]([OH:20])[C@@H:4]([OH:21])[C@@H:3]1[OH:22]. Procedure: acceptor: 50 g/l composition of the acceptor: isomaltose: 59% isomaltotriose: 36% glucose: 5% Starting materials: OCC1CCN(CC1)C(=O)OC(C)(C)C (Tert-butyl 4-(hydroxymethyl)piperidine-1-carboxylate), ClCCN1CCCC1 (1-(2-chloroethyl)pyrrolidine). Reagents/catalysts: [Br-].C(CCC)[N+](CCCC)(CCCC)CCCC (tetrabutylammonium bromide). Run in C1(=CC=CC=C1)C.O (toluene water), C(Cl)Cl (DCM). Product: N1(CCCC1)CCOCC1CCN(CC1)C(=O)OC(C)(C)C (tert-butyl 4-(2-pyrrolidin-1-ylethoxymethyl)piperidine-1-carboxylate). The yield is 73.5%. As a reaction SMILES: [OH:1][CH2:2][CH:3]1[CH2:8][CH2:7][N:6]([C:9]([O:11][C:12]([CH3:15])([CH3:14])[CH3:13])=[O:10])[CH2:5][CH2:4]1.Cl[CH2:17][CH2:18][N:19]1[CH2:23][CH2:22][CH2:21][CH2:20]1>[Br-].C([N+](CCCC)(CCCC)CCCC)CCC.C1(C)C=CC=CC=1.O.C(Cl)Cl>[N:19]1([CH2:18][CH2:17][O:1][CH2:2][CH:3]2[CH2:8][CH2:7][N:6]([C:9]([O:11][C:12]([CH3:15])([CH3:14])[CH3:13])=[O:10])[CH2:5][CH2:4]2)[CH2:23][CH2:22][CH2:21][CH2:20]1 |f:2.3,4.5|. Reported procedure: Tert-butyl 4-(hydroxymethyl)piperidine-1-carboxylate (5 g, 0.023 moles), 1-(2-chloroethyl)pyrrolidine (7.82 g, 0.046 moles) and tetrabutylammonium bromide (0.741 g, 2.3 mmol) were heated in toluene/water (1:1, 60 mL) to 90° C. overnight. The reaction mixture was diluted with DCM (100 mL), washed with water (100 mL), dried over Na2SO4 and concentrated at reduced pressure. The resulting residue was purified by flash chromatography, eluting with a gradient from DCM to 90/10 DCM/methanol to afford t...